From a dataset of the Open Reaction Database (ORD), a public repository of structured organic reaction records. describe an organic reaction: reactants, conditions, products, and yield The reactants are O1COC2=C1C=CC(=C2)S(=O)(=O)N(C[C@H]([C@H](CC2=CC=C(C=C2)OCCCCO)NC(O[C@H]2CO[C@H]1OCC[C@H]12)=O)O)CC(C)C ((3R,3aS,6aR)-Hexahydrofuro[2,3-b]furan-3-yl (1S,2R)-3-[(1,3-benzodioxol-5-ylsulfonyl)(isobutyl)amino]-2-hydroxy-1-[4-(4-hydroxybutoxy)benzyl]propylcarbamate), CN=C=O.ClCCl (methyl isocyanate dichloromethane). The product is O1COC2=C1C=CC(=C2)S(=O)(=O)N(C[C@H]([C@H](CC2=CC=C(C=C2)OCCCCOC(=O)NC)NC(O[C@H]2CO[C@H]1OCC[C@H]12)=O)O)CC(C)C ((3R,3aS,6aR)-Hexahydrofuro[2,3-b]furan-3-yl (1S,2R)-3-[(1,3-benzodioxol-5-ylsulfonyl)(isobutyl)amino]-2-hydroxy-1-[4-(4-{[(methylamino)carbonyl]oxy}butoxy)benzyl]propylcarbamate). RXN SMILES: [O:1]1[C:5]2[CH:6]=[CH:7][C:8]([S:10]([N:13]([CH2:43][CH:44]([CH3:46])[CH3:45])[CH2:14][C@@H:15]([OH:42])[C@@H:16]([NH:30][C:31](=[O:41])[O:32][C@@H:33]3[C@H:40]4[C@H:36]([O:37][CH2:38][CH2:39]4)[O:35][CH2:34]3)[CH2:17][C:18]3[CH:23]=[CH:22][C:21]([O:24][CH2:25][CH2:26][CH2:27][CH2:28][OH:29])=[CH:20][CH:19]=3)(=[O:12])=[O:11])=[CH:9][C:4]=2[O:3][CH2:2]1.[CH3:47][N:48]=[C:49]=[O:50].ClCCl>>[O:1]1[C:5]2[CH:6]=[CH:7][C:8]([S:10]([N:13]([CH2:43][CH:44]([CH3:46])[CH3:45])[CH2:14][C@@H:15]([OH:42])[C@@H:16]([NH:30][C:31](=[O:41])[O:32][C@@H:33]3[C@H:40]4[C@H:36]([O:37][CH2:38][CH2:39]4)[O:35][CH2:34]3)[CH2:17][C:18]3[CH:23]=[CH:22][C:21]([O:24][CH2:25][CH2:26][CH2:27][CH2:28][O:29][C:49]([NH:48][CH3:47])=[O:50])=[CH:20][CH:19]=3)(=[O:12])=[O:11])=[CH:9][C:4]=2[O:3][CH2:2]1 |f:1.2|. Reported procedure: (3R,3aS,6aR)-Hexahydrofuro[2,3-b]furan-3-yl (1S,2R)-3-[(1,3-benzodioxol-5-ylsulfonyl)(isobutyl)amino]-2-hydroxy-1-[4-(4-hydroxybutoxy)benzyl]propylcarbamate was treated with methyl isocyanate/dichloromethane as described earlier to afford the title compound as a solid foam. 1H NMR (DMSO-d6): δ 0.78 (3H, d), 0.82 (3H, d), 1.2 (1H, dd), 1.4 (1H, quintuplet), 1.6-1.8 (4H, m), 1.9-2.0 (1H, m), 2.38 (1H, t), 2.5 (3H, d), 2.7-2.8 (3H, m), 2.9 (1H, d), 2.98 (1H, dd), 3.3-3.4 (1H, m), 34-3.5 (1H, m), 3.... The reactants are [CH2]C, Cc1nc(-c2ccc(N)cc2)c[nH]1, CC(C)=O, O=CNc1ccccc1. The product is Cc1nc(-c2ccc(N=CNc3ccccc3)cc2)c[nH]1. As a reaction SMILES: [CH2:14][CH3:15].[CH3:1][c:2]1[nH:3][cH:4][c:5](-[c:7]2[cH:8][cH:9][c:10]([NH2:13])[cH:11][cH:12]2)[n:6]1.[CH3:25][C:26](=[O:27])[CH3:28].[c:16]1([NH:22][CH:23]=[O:24])[cH:17][cH:18][cH:19][cH:20][cH:21]1>>[CH3:1][c:2]1[nH:3][cH:4][c:5](-[c:7]2[cH:8][cH:9][c:10]([N:13]=[CH:23][NH:22][c:16]3[cH:17][cH:18][cH:19][cH:20][cH:21]3)[cH:11][cH:12]2)[n:6]1. Starting materials: CC(=O)OC(C)=O, ClCCl, CC(C)(C)OC(=O)N1CCNCC1. Product: CC(=O)N1CCN(C(=O)OC(C)(C)C)CC1. Reaction SMILES: [CH3:14][C:15](=[O:16])[O:17][C:18](=[O:19])[CH3:20].[Cl:21][CH2:22][Cl:23].[N:1]1([C:7](=[O:8])[O:9][C:10]([CH3:11])([CH3:12])[CH3:13])[CH2:2][CH2:3][NH:4][CH2:5][CH2:6]1>>[N:1]1([C:7](=[O:8])[O:9][C:10]([CH3:11])([CH3:12])[CH3:13])[CH2:2][CH2:3][N:4]([C:15]([CH3:14])=[O:16])[CH2:5][CH2:6]1. Reactants: [Cl-] (chloride), S1C(=CC=C1)C(=O)O (2-thiophene carboxylic acid), CC1=C(C=CC=C1C)OC (2,3-dimethyl anisole). Yields the product S1C(=CC=C1)C(=O)C1=C(C(=C(C=C1)OC)C)C ((2-thienyl) (2,3-dimethyl-4-methoxyphenyl)ketone). The yield is 86.0%. Reaction SMILES: [Cl-].[S:2]1[CH:6]=[CH:5][CH:4]=[C:3]1[C:7]([OH:9])=O.[CH3:10][C:11]1[C:16]([CH3:17])=[CH:15][CH:14]=[CH:13][C:12]=1[O:18][CH3:19]>>[S:2]1[CH:6]=[CH:5][CH:4]=[C:3]1[C:7]([C:15]1[CH:14]=[CH:13][C:12]([O:18][CH3:19])=[C:11]([CH3:10])[C:16]=1[CH3:17])=[O:9]. Procedure: This compound was prepared in 86% yield by using step (A) of Example 1 with the chloride of 2-thiophene carboxylic acid and 2,3-dimethyl anisole. The reactants are OC1C2=C(S(C(C1)CCC)(=O)=O)SC(=C2)S(=O)(=O)N (5,6-Dihydro-4-hydroxy-6-(n-propyl)-4H-thieno[2,3-b]thiopyran-2-sulfonamide-7,7-dioxide), C(C)#N (acetonitrile), OS(=O)(=O)O (H2SO4). Run at time 8 hour. Product: C(C)(=O)NC1C2=C(S(C(C1)CCC)(=O)=O)SC(=C2)S(=O)(=O)N (5,6-Dihydro-4-acetamido-6-(n-propyl)-4H-thieno[2,3-b]thiopyran-2-sulfonamide-7,7-dioxide). Reaction SMILES: O[CH:2]1[CH2:7][CH:6]([CH2:8][CH2:9][CH3:10])[S:5](=[O:12])(=[O:11])[C:4]2[S:13][C:14]([S:16]([NH2:19])(=[O:18])=[O:17])=[CH:15][C:3]1=2.[OH:20]S(O)(=O)=O.[C:25](#[N:27])[CH3:26]>>[C:25]([NH:27][CH:2]1[CH2:7][CH:6]([CH2:8][CH2:9][CH3:10])[S:5](=[O:12])(=[O:11])[C:4]2[S:13][C:14]([S:16]([NH2:19])(=[O:18])=[O:17])=[CH:15][C:3]1=2)(=[O:20])[CH3:26]. Procedure details: A suspenison of 6 (47.41 g, 0.146 mol) in acetonitrile (500 ml) was chilled to -10° C. The cold stirring suspension was treated with 95% H2SO4 (165.5 ml, 3.11 mol) at a rate sufficient to maintain the temperature below 0° C. After equilibrating to room temperature overnight, the resulting solution was poured over ice and was stirred for 4.0 hours. The resulting aqueous suspension was partitioned between 1000 ml and 250 ml of ethyl acetate. The aqueous phase was collected, buffered to pH 8, and p... Reactants: CN(C(=O)Cl)C (dimethylcarbamyl chloride), [Na] (sodium), C[O-].[Na+] (sodium methoxide), ClC1=NC(=NC(=N1)NC(C)C)NCCS (2-chloro-4-isopropylamino-6-(2-mercaptoethylamino)-s-triazine). Solvent: CO (methanol), CCOCC.CC(=O)C (ether acetone). Conditions: temperature 80 celsius. Product: ClC1=NC(=NC(=N1)NC(C)C)NCCSC(N(C)C)=O (2-Chloro-4-Isopropylamino-6-(2-[ Dimethylcarbamylthio]ethylamino)-s-Triazine). Reaction SMILES: [Na].C[O-].[Na+].[Cl:5][C:6]1[N:11]=[C:10]([NH:12][CH:13]([CH3:15])[CH3:14])[N:9]=[C:8]([NH:16][CH2:17][CH2:18][SH:19])[N:7]=1.[CH3:20][N:21]([CH3:25])[C:22](Cl)=[O:23]>CCOCC.CC(C)=O.CO>[Cl:5][C:6]1[N:11]=[C:10]([NH:12][CH:13]([CH3:15])[CH3:14])[N:9]=[C:8]([NH:16][CH2:17][CH2:18][S:19][C:22](=[O:23])[N:21]([CH3:25])[CH3:20])[N:7]=1 |f:1.2,5.6,^1:0|. Reported procedure: A 0.46-g sample of sodium was added to 50 ml methanol in small pieces. To the resulting sodium methoxide solution was added 5 g of 2-chloro-4-isopropylamino-6-(2-mercaptoethylamino)-s-triazine, followed by 2.16 g dimethylcarbamyl chloride at 0° C. The reaction mixture was heated at 80° C. for 4 hours, cooled, filtered and evaporated under reduced pressure to give a yellow oil. The yellow oil was dissolved in 1:1 ether/acetone and filtered. The filtrate was evaporated to give the product as an oi...